The task is: describe an organic reaction: reactants, conditions, products, and yield. This data is from the Open Reaction Database (ORD), a public repository of structured organic reaction records. The reactants are [Cl-].C1(=CC=CC=C1)[N+]#N (phenyldiazonium chloride), C(C)N(C(CC(C)=O)=O)CC (N,N-diethyl-3-oxobutyramide), CC(=O)O[Na] (CH3COONa), O (water). Solvent: C(C)O (ethanol). Reaction conditions: temperature 10 celsius. Yields the product C(C)N(C(C(C(C)=O)=NNC1=CC=CC=C1)=O)CC (N,N-Diethyl-2-phenylhydrazono-3-oxobutyramide). Reaction SMILES: [CH2:1]([N:3]([CH2:10][CH3:11])[C:4](=[O:9])[CH2:5][C:6](=[O:8])[CH3:7])[CH3:2].CC(O[Na])=O.O.[Cl-].[C:19]1([N+:25]#[N:26])[CH:24]=[CH:23][CH:22]=[CH:21][CH:20]=1>C(O)C>[CH2:10]([N:3]([CH2:1][CH3:2])[C:4](=[O:9])[C:5](=[N:26][NH:25][C:19]1[CH:24]=[CH:23][CH:22]=[CH:21][CH:20]=1)[C:6](=[O:8])[CH3:7])[CH3:11] |f:3.4|. Procedure details: 15.7 g (0.1 mol) of N,N-diethyl-3-oxobutyramide were mixed with 12 g (0.14 mol) of CH3COONa, 20 ml of water and 75 ml of ethanol. The solution obtained was cooled to 10° C. and 0.1 mol of freshly prepared solution of phenyldiazonium chloride [Organic Reactions, R. Adams Ed; Wiley, New York, 10, 32-33, (1951-1959)] were added dropwise. The precipitated solid was filtered, dried in vacuo yielding 22.6 g of the title compound. M.p.=63°-65° C. Starting materials: CCBr, ClCCl, Clc1ccc(C23CNCC2C3)cc1Cl, Cl, [Na+], [OH-]. The product is CCN1CC2CC2(c2ccc(Cl)c(Cl)c2)C1. Reaction SMILES: [Br:18][CH2:19][CH3:20].[Cl:21][CH2:22][Cl:23].[Cl:2][c:3]1[cH:4][c:5]([C:10]23[CH2:11][NH:12][CH2:13][CH:14]2[CH2:15]3)[cH:6][cH:7][c:8]1[Cl:9].[ClH:1].[Na+:17].[OH-:16]>>[Cl:2][c:3]1[cH:4][c:5]([C:10]23[CH2:11][N:12]([CH2:19][CH3:20])[CH2:13][CH:14]2[CH2:15]3)[cH:6][cH:7][c:8]1[Cl:9]. Reactants: Cl (HCl), C(C)(=O)[O-].C(C)(=O)[O-].C(C)(=O)[O-].C(C)(=O)[O-].[Pb+4] (lead tetraacetate), NC1=C(C=CC(=C1)OC)NC1=CC=C(C=C1)CCO (2-(4-{[2-amino-4-(methyloxy)phenyl]amino}phenyl)ethanol), N1N=C(C=C1)C=O (pyrazol-3-carbaldehyde). Solvent: CO (methanol), C1=CC=CC=C1 (benzene), CO (methanol), C(C)O (ethanol). Reaction conditions: time 16 hour. Yields the product COC1=CC2=C(N(C(=N2)C2=NNC=C2)C2=CC=C(C=C2)CCO)C=C1 (2-{4-[5-(methyloxy)-2-(1H-pyrazol-3-yl)-1H-benzimidazol-1-yl]phenyl}ethanol). Isolated yield 16.1%. RXN SMILES: [NH2:1][C:2]1[CH:7]=[C:6]([O:8][CH3:9])[CH:5]=[CH:4][C:3]=1[NH:10][C:11]1[CH:16]=[CH:15][C:14]([CH2:17][CH2:18][OH:19])=[CH:13][CH:12]=1.[NH:20]1[CH:24]=[CH:23][C:22]([CH:25]=O)=[N:21]1.C([O-])(=O)C.C([O-])(=O)C.C([O-])(=O)C.C([O-])(=O)C.[Pb+4].Cl>C(O)C.C1C=CC=CC=1.CO>[CH3:9][O:8][C:6]1[CH:5]=[CH:4][C:3]2[N:10]([C:11]3[CH:16]=[CH:15][C:14]([CH2:17][CH2:18][OH:19])=[CH:13][CH:12]=3)[C:25]([C:22]3[CH:23]=[CH:24][NH:20][N:21]=3)=[N:1][C:2]=2[CH:7]=1 |f:2.3.4.5.6|. Reported procedure: A mixture of 2-(4-{[2-amino-4-(methyloxy)phenyl]amino}phenyl)ethanol (step 2 of Example 71, 1.95 g, 7.56 mmol), pyrazol-3-carbaldehyde (726 mg, 7.56 mmol) in ethanol (45 ml) was heated at reflux temperature for 2 h. After cooling, the mixture was concentrated. A mixture of the residue, lead tetraacetate (4.61 g, 8.32 mmol) in benzene (50 ml) was stirred at room temperature for 16 h. The mixture was 1.37 mmol) in methanol (4 ml) was added 10% HCl in methanol (2 ml) at room extracted with ethyl ac...